Dataset: the Open Reaction Database (ORD), a public repository of structured organic reaction records. Task: describe an organic reaction: reactants, conditions, products, and yield Starting materials: O1CCOC12CCC(CC2)N2N=C(C=1C2=NC=NC1N)C1=CC=C(C=C1)OC1=CC=CC=C1 (1-(1,4-dioxaspiro[4.5]dec-8-yl)-3-(4-phenoxyphenyl)-1H-pyrazolo[3,4-d]pyrimidin-4-amine), O1CCOC12CCC(CC2)N2N=C(C=1C2=NC=NC1N)C1=CC=C(C=C1)OC1=CC=CC=C1 (1-(1,4-dioxaspiro[4.5]dec-8-yl)-3-(4-phenoxyphenyl)-1H-pyrazolo[3,4-d]pyrimidin-4-amine), Cl (hydrochloric acid). Run in CC(=O)C (acetone). Run at temperature 0 celsius, time 8 hour. The product is NC1=C2C(=NC=N1)N(N=C2C2=CC=C(C=C2)OC2=CC=CC=C2)C2CCC(CC2)=O (4-(4-amino-3-(4-phenoxyphenyl)-1H-pyrazolo[3,4-d]pyrimidin-1-yl)-1-cyclohexanone). Yield: 85.5%. RXN SMILES: O1[C:5]2([CH2:10][CH2:9][CH:8]([N:11]3[C:15]4=[N:16][CH:17]=[N:18][C:19]([NH2:20])=[C:14]4[C:13]([C:21]4[CH:26]=[CH:25][C:24]([O:27][C:28]5[CH:33]=[CH:32][CH:31]=[CH:30][CH:29]=5)=[CH:23][CH:22]=4)=[N:12]3)[CH2:7][CH2:6]2)[O:4]CC1.Cl>CC(C)=O>[NH2:20][C:19]1[N:18]=[CH:17][N:16]=[C:15]2[N:11]([CH:8]3[CH2:7][CH2:6][C:5](=[O:4])[CH2:10][CH2:9]3)[N:12]=[C:13]([C:21]3[CH:22]=[CH:23][C:24]([O:27][C:28]4[CH:33]=[CH:32][CH:31]=[CH:30][CH:29]=4)=[CH:25][CH:26]=3)[C:14]=12. Procedure: 1-(1,4-dioxaspiro[4.5]dec-8-yl)-3-(4-phenoxyphenyl)-1H-pyrazolo[3,4-d]pyrimidin-4-amine (Compound 9) (3.80 g, 8.57 mmol) was suspended in 190 ml of acetone and cooled to 0° C. 48 ml of 5.0N hydrochloric acid was added slowly through an additional funnel. The ice-water bath was removed and reaction mixture was stirred at room temperature overnight. Acetone was removed and aqueous layer was neutralized with 1.0N sodium hydroxide to PH about 10. The solid was filtered and dried to give 2.926 g of 4... Reactants: CC#CCOc1cc(C(=O)c2ccccc2)ncn1, CC(C)ON, Cl, Cl, c1ccncc1. Yields the product CC#CCOc1cc(C(=NOC(C)C)c2ccccc2)ncn1. RXN SMILES: [CH2:1]([C:2]#[C:3][CH3:4])[O:5][c:6]1[cH:7][c:8]([C:12]([c:13]2[cH:14][cH:15][cH:16][cH:17][cH:18]2)=[O:19])[n:9][cH:10][n:11]1.[CH:21]([CH3:22])([CH3:23])[O:24][NH2:25].[ClH:20].[ClH:26].[cH:27]1[cH:28][cH:29][n:30][cH:31][cH:32]1>>[CH2:1]([C:2]#[C:3][CH3:4])[O:5][c:6]1[cH:7][c:8]([C:12]([c:13]2[cH:14][cH:15][cH:16][cH:17][cH:18]2)=[N:25][O:24][CH:21]([CH3:22])[CH3:23])[n:9][cH:10][n:11]1. The reactants are CC(C)[Si](Sc1ccc(Br)cc1F)(C(C)C)C(C)C, O=C([O-])[O-], C1CCOC1, CCCC[N+](CCCC)(CCCC)CCCC, CI, [F-], [K+], [K+], O, O, O. Product: CSc1ccc(Br)cc1F. Reaction SMILES: [Br:22][c:23]1[cH:24][c:25]([F:40])[c:26]([S:29][Si:30]([CH:31]([CH3:32])[CH3:33])([CH:34]([CH3:35])[CH3:36])[CH:37]([CH3:38])[CH3:39])[cH:27][cH:28]1.[C:41](=[O:42])([O-:43])[O-:44].[CH2:49]1[O:50][CH2:51][CH2:52][CH2:53]1.[CH2:5]([N+:6]([CH2:7][CH2:8][CH2:9][CH3:10])([CH2:11][CH2:12][CH2:13][CH3:14])[CH2:15][CH2:16][CH2:17][CH3:18])[CH2:19][CH2:20][CH3:21].[CH3:47][I:48].[F-:4].[K+:45].[K+:46].[OH2:1].[OH2:2].[OH2:3]>>[CH3:5][S:29][c:26]1[c:25]([F:40])[cH:24][c:23]([Br:22])[cH:28][cH:27]1. Starting materials: C(CCCC)C1C(C2C=CC(C1)C2)=O (3-Pentylbicyclo[3.2.1]oct-6-en-2-one), stainless steel, [H][H] (hydrogen). The reagents and catalysts are [Pd] (Pd/C). The solvent is C(C)(C)O (isopropanol). Run at temperature 100 celsius. Product: C(CCCC)C1C(C2CCC(C1)C2)=O (3-pentylbicyclo[3.2.1]octan-2-one). Yield: 53.3%. RXN SMILES: [CH2:1]([CH:6]1[CH2:12][CH:11]2[CH2:13][CH:8]([CH:9]=[CH:10]2)[C:7]1=[O:14])[CH2:2][CH2:3][CH2:4][CH3:5].[H][H]>[Pd].C(O)(C)C>[CH2:1]([CH:6]1[CH2:12][CH:11]2[CH2:13][CH:8]([CH2:9][CH2:10]2)[C:7]1=[O:14])[CH2:2][CH2:3][CH2:4][CH3:5]. Reported procedure: 3-Pentylbicyclo[3.2.1]oct-6-en-2-one (130 g, synthesized as above) was placed in a stainless steel autoclave with isopropanol (30 g) and Pd/C (1.5 g). The mixture was placed under 300 psi of hydrogen gas, and heated at 100° C. until gas uptake ceased. The resulting material was then removed from the autoclave, filtered, and distilled to yield 3-pentylbicyclo[3.2.1]octan-2-one 70 g). Starting materials: CC=1N(C=CN1)C1=CC=C(C=C1)NC=1N=C(C2=C(N1)CCN(C2)C(=O)OC(C)(C)C)OS(=O)(=O)C(F)(F)F (tert-butyl 2-(4-(2-methyl-1H-imidazol-1-yl)phenylamino)-4-(trifluoromethylsulfonyloxy)-7,8-dihydropyrido[4,3-d]pyrimidine-6(5H)-carboxylate), O1[C@H](CCC1)CN ((R)-(tetrahydrofuran-2-yl)methanamine). Solvent: CN(C)C=O (DMF). Run at temperature 85 celsius, time 8 hour. Product: CC=1N(C=CN1)C1=CC=C(C=C1)NC=1N=C(C2=C(N1)CCN(C2)C(=O)OC(C)(C)C)NC[C@@H]2OCCC2 ((R)-tert-butyl 2-(4-(2-methyl-1H-imidazol-1-yl)phenylamino)-4-((tetrahydrofuran-2-yl)methylamino)-7,8-dihydropyrido[4,3-d]pyrimidine-6(5H)-carboxylate). Yield: 33.0%. As a reaction SMILES: [CH3:1][C:2]1[N:3]([C:7]2[CH:12]=[CH:11][C:10]([NH:13][C:14]3[N:15]=[C:16](OS(C(F)(F)F)(=O)=O)[C:17]4[CH2:23][N:22]([C:24]([O:26][C:27]([CH3:30])([CH3:29])[CH3:28])=[O:25])[CH2:21][CH2:20][C:18]=4[N:19]=3)=[CH:9][CH:8]=2)[CH:4]=[CH:5][N:6]=1.[O:39]1[CH2:43][CH2:42][CH2:41][C@@H:40]1[CH2:44][NH2:45]>CN(C=O)C>[CH3:1][C:2]1[N:3]([C:7]2[CH:8]=[CH:9][C:10]([NH:13][C:14]3[N:15]=[C:16]([NH:45][CH2:44][C@H:40]4[CH2:41][CH2:42][CH2:43][O:39]4)[C:17]4[CH2:23][N:22]([C:24]([O:26][C:27]([CH3:28])([CH3:30])[CH3:29])=[O:25])[CH2:21][CH2:20][C:18]=4[N:19]=3)=[CH:11][CH:12]=2)[CH:4]=[CH:5][N:6]=1. Procedure: tert-Butyl 2-(4-(2-methyl-1H-imidazol-1-yl)phenylamino)-4-(trifluoromethylsulfonyloxy)-7,8-dihydropyrido[4,3-d]pyrimidine-6(5H)-carboxylate (250 mg, 0.45 mmol, example 69c) was dissolved in DMF (2 mL). (R)-(tetrahydrofuran-2-yl)methanamine (45.6 mg, 0.45 mmol) was added and the reaction mixture was stirred overnight at 85° C. The solvent was evaporated under reduced pressure and the crude crude was purified by flash column chromatography using dichloromethane and methanol as eluent and gave (R)-... Product: N#Cc1cc(CN=[N+]=[N-])ccc1Cl. Reaction SMILES: [CH3:16][CH2:17][OH:18].[Cl:1][c:2]1[c:3]([C:10]#[N:11])[cH:4][c:5]([CH2:6][Br:7])[cH:8][cH:9]1.[N-:13]=[N+:14]=[N-:15].[Na+:12]>>[Cl:1][c:2]1[c:3]([C:10]#[N:11])[cH:4][c:5]([CH2:6][N:13]=[N+:14]=[N-:15])[cH:8][cH:9]1. Reactants: CCO, N#Cc1cc(CBr)ccc1Cl, [N-]=[N+]=[N-], [Na+]. Starting materials: CCOC(=O)C(N)Cc1ccccc1, CCN=C=NCCCN(C)C, CCN(C(C)C)C(C)C, O=C(O)c1cc2cc(Cl)ncc2[nH]1, Cl, CN(C)C=O, On1nnc2ccccc21. Yields the product CCOC(=O)C(Cc1ccccc1)NC(=O)c1cc2cc(Cl)ncc2[nH]1. RXN SMILES: [CH2:15]([CH3:16])[O:17][C:18]([CH:19]([NH2:20])[CH2:21][c:22]1[cH:23][cH:24][cH:25][cH:26][cH:27]1)=[O:28].[CH3:48][CH2:49][N:50]=[C:51]=[N:52][CH2:53][CH2:54][CH2:55][N:56]([CH3:57])[CH3:58].[CH:39]([N:40]([CH2:41][CH3:42])[CH:43]([CH3:44])[CH3:45])([CH3:46])[CH3:47].[Cl:1][c:2]1[cH:3][c:4]2[c:5]([cH:6][n:7]1)[nH:8][c:9]([C:11](=[O:12])[OH:13])[cH:10]2.[ClH:14].[O:59]=[CH:60][N:61]([CH3:62])[CH3:63].[OH:29][n:30]1[c:31]2[c:32]([cH:33][cH:34][cH:35][cH:36]2)[n:37][n:38]1>>[Cl:1][c:2]1[cH:3][c:4]2[c:5]([cH:6][n:7]1)[nH:8][c:9]([C:11](=[O:13])[NH:20][CH:19]([C:18]([O:17][CH2:15][CH3:16])=[O:28])[CH2:21][c:22]1[cH:23][cH:24][cH:25][cH:26][cH:27]1)[cH:10]2. Reactants: O=C(Cl)OCc1ccccc1, Cl, CC(C)(C)NC(=O)C1CCCN1C(=O)C(O)C(Cc1ccccc1)NC(=O)C(CC(N)=O)NC(=O)COC1CCNCC1. The product is CC(C)(C)NC(=O)C1CCCN1C(=O)C(O)C(Cc1ccccc1)NC(=O)C(CC(N)=O)NC(=O)COC1CCN(C(=O)OCc2ccccc2)CC1. As a reaction SMILES: [CH2:45]([c:46]1[cH:47][cH:48][cH:49][cH:50][cH:51]1)[O:52][C:53](=[O:54])[Cl:55].[ClH:1].[NH:2]1[CH2:3][CH2:4][CH:5]([O:8][CH2:9][C:10](=[O:11])[NH:12][CH:13]([CH2:14][C:15]([NH2:16])=[O:17])[C:18](=[O:19])[NH:20][CH:21]([CH:22]([C:23](=[O:24])[N:25]2[CH:26]([C:27](=[O:28])[NH:29][C:30]([CH3:31])([CH3:32])[CH3:33])[CH2:34][CH2:35][CH2:36]2)[OH:37])[CH2:38][c:39]2[cH:40][cH:41][cH:42][cH:43][cH:44]2)[CH2:6][CH2:7]1>>[N:2]1([C:53]([O:52][CH2:45][c:46]2[cH:47][cH:48][cH:49][cH:50][cH:51]2)=[O:54])[CH2:3][CH2:4][CH:5]([O:8][CH2:9][C:10](=[O:11])[NH:12][CH:13]([CH2:14][C:15]([NH2:16])=[O:17])[C:18](=[O:19])[NH:20][CH:21]([CH:22]([C:23](=[O:24])[N:25]2[CH:26]([C:27](=[O:28])[NH:29][C:30]([CH3:31])([CH3:32])[CH3:33])[CH2:34][CH2:35][CH2:36]2)[OH:37])[CH2:38][c:39]2[cH:40][cH:41][cH:42][cH:43][cH:44]2)[CH2:6][CH2:7]1.